Dataset: the Open Reaction Database (ORD), a public repository of structured organic reaction records. Task: describe an organic reaction: reactants, conditions, products, and yield The reactants are C(C1=CC=CC=C1)P(=O)(CC1=CC=CC=C1)N[C@@H](C)C(=O)N1[C@H](C(=O)N2[C@H](C(=O)O)CCC2)CCC1 (Dibenzylphosphoryl-L-alanyl-L-prolyl-L-proline), N[C@@H](CCCNC(N)=N)C(=O)O (L-arginine), [H][H] (Hydrogen). The reagents and catalysts are [C].[Pd] (palladium carbon). Solvent: CO (methanol), O (water). Product: N[C@@H](CCCNC(N)=N)C(=O)O.N[C@@H](CCCNC(N)=N)C(=O)O.C(C1=CC=CC=C1)P(=O)=N[C@@H](C)C(=O)N1[C@H](C(=O)N2[C@H](C(=O)O)CCC2)CCC1 (monobenzylphosphoryl-L-alanyl-L-prolyl-L-proline di-L-arginine salt). Isolated yield 103.6%. As a reaction SMILES: [CH2:1]([P:8]([NH:17][C@H:18]([C:20]([N:22]1[CH2:36][CH2:35][CH2:34][C@H:23]1[C:24]([N:26]1[CH2:33][CH2:32][CH2:31][C@H:27]1[C:28]([OH:30])=[O:29])=[O:25])=[O:21])[CH3:19])(CC1C=CC=CC=1)=[O:9])[C:2]1[CH:7]=[CH:6][CH:5]=[CH:4][CH:3]=1.[NH2:37][C@H:38]([C:46]([OH:48])=[O:47])[CH2:39][CH2:40][CH2:41][NH:42][C:43](=[NH:45])[NH2:44].[H][H]>CO.O.[C].[Pd]>[NH2:37][C@H:38]([C:46]([OH:48])=[O:47])[CH2:39][CH2:40][CH2:41][NH:42][C:43](=[NH:44])[NH2:45].[NH2:37][C@H:38]([C:46]([OH:48])=[O:47])[CH2:39][CH2:40][CH2:41][NH:42][C:43](=[NH:44])[NH2:45].[CH2:1]([P:8](=[N:17][C@H:18]([C:20]([N:22]1[CH2:36][CH2:35][CH2:34][C@H:23]1[C:24]([N:26]1[CH2:33][CH2:32][CH2:31][C@H:27]1[C:28]([OH:30])=[O:29])=[O:25])=[O:21])[CH3:19])=[O:9])[C:2]1[CH:3]=[CH:4][CH:5]=[CH:6][CH:7]=1 |f:5.6,7.8.9|. Procedure: Dibenzylphosphoryl-L-alanyl-L-prolyl-L-proline (1 g, 1.84 mmole) and L-arginine (0.64 g, 3.67 mmol) were dissolved in a mixture (20 ml) of methanol and water (1:1, v/v) and 5% palladium carbon (0.1 g) was added thereto. Hydrogen gas (41.2 ml, 1.84 mmol) was adsorbed by the solution while stirring. The catalyst was removed by filtration, and the solvent was distilled off under reduced pressure. Water was added thereto and the water solution was freeze-dried to obtain monobenzylphosphoryl-L-alanyl... The reactants are CC=1C=C2C(NC(C2=CC1)=O)=O (5-methylisoindoline-1,3-dione), [Sn] (tin). The solvent is C(C)(=O)O (acetic acid), Cl (hydrochloric acid). Yields the product CC=1C=C2CNC(C2=CC1)=O (5-methylisoindolin-1-one). Yield: 50.4%. Reaction SMILES: [CH3:1][C:2]1[CH:3]=[C:4]2[C:8](=[CH:9][CH:10]=1)[C:7](=[O:11])[NH:6][C:5]2=O.[Sn]>C(O)(=O)C.Cl>[CH3:1][C:2]1[CH:3]=[C:4]2[C:8](=[CH:9][CH:10]=1)[C:7](=[O:11])[NH:6][CH2:5]2 |^3:12|. Reported procedure: Step 1 A mixture of 5-methylisoindoline-1,3-dione (5.00 g, 31.0 mmol) and tin shavings (8.84 g, 74.5 mmol) in acetic acid (30 mL) and concentrated hydrochloric acid (15 mL) was heated at reflux for 3 h. The hot solution was filtered and the residual tin shavings were washed with acetic acid. The filtrate was concentrated and the residue was diluted with DCM (200 mL), and washed with water (20 mL) and brine (20 mL), dried and concentrated. The precipitate which formed during the concentration was... Starting materials: O=C([O-])[O-], C[Si](C)(C)CCOCNC(=O)c1n[nH]c(-c2cccc(-c3ccccc3O)c2)n1, CS(C)=O, [Cs+], [Cs+], Fc1ccc(CBr)cc1. RXN SMILES: [C:30](=[O:31])([O-:32])[O-:33].[CH3:1][Si:2]([CH2:3][CH2:4][O:5][CH2:6][NH:7][C:8](=[O:9])[c:10]1[n:11][nH:12][c:13](-[c:15]2[cH:16][c:17](-[c:21]3[c:22]([OH:27])[cH:23][cH:24][cH:25][cH:26]3)[cH:18][cH:19][cH:20]2)[n:14]1)([CH3:28])[CH3:29].[CH3:45][S:46]([CH3:47])=[O:48].[Cs+:34].[Cs+:35].[F:36][c:37]1[cH:38][cH:39][c:40]([CH2:41][Br:42])[cH:43][cH:44]1>>[CH3:1][Si:2]([CH2:3][CH2:4][O:5][CH2:6][NH:7][C:8](=[O:9])[c:10]1[n:11][nH:12][c:13](-[c:15]2[cH:16][c:17](-[c:21]3[c:22]([O:27][CH2:41][c:40]4[cH:39][cH:38][c:37]([F:36])[cH:44][cH:43]4)[cH:23][cH:24][cH:25][cH:26]3)[cH:18][cH:19][cH:20]2)[n:14]1)([CH3:28])[CH3:29]. The product is C[Si](C)(C)CCOCNC(=O)c1n[nH]c(-c2cccc(-c3ccccc3OCc3ccc(F)cc3)c2)n1. The reactants are NC=1C=C(C(=O)C2CCN(CC2)C)C=CC1 (4-[3-aminobenzoyl]-1-methylpiperidine), C(CCC)N=C=O (butyl isocyanate), poly(4-vinyl pyridine), C(CCC)N=C=O (Butyl isocyanate). The solvent is O1CCCC1 (tetrahydrofuran). Conditions: time 10 minute. The product is C(CCC)NC(NC=1C=C(C(=O)C2CCN(CC2)C)C=CC1)=O (4-[3-(butylureido)benzoyl]-1-methylpiperidine). Yield: 121.6%. RXN SMILES: [NH2:1][C:2]1[CH:3]=[C:4]([CH:14]=[CH:15][CH:16]=1)[C:5]([CH:7]1[CH2:12][CH2:11][N:10]([CH3:13])[CH2:9][CH2:8]1)=[O:6].[CH2:17]([N:21]=[C:22]=[O:23])[CH2:18][CH2:19][CH3:20]>O1CCCC1>[CH2:17]([NH:21][C:22](=[O:23])[NH:1][C:2]1[CH:3]=[C:4]([CH:14]=[CH:15][CH:16]=1)[C:5]([CH:7]1[CH2:8][CH2:9][N:10]([CH3:13])[CH2:11][CH2:12]1)=[O:6])[CH2:18][CH2:19][CH3:20]. Procedure details: 4-[3-aminobenzoyl]-1-methylpiperidine (25 mg, 0.115 mmol) and poly(4-vinyl pyridine) (50 mg, 0.400 mmol, 2% cross-linked) in tetrahydrofuran (2 mL) were allowed to stand 10 min. Butyl isocyanate (39 μL, 0.344 mmol) was added and the reaction mixture was mixed for 96 h at ambient temperature. An addition amount of butyl isocyanate(100 μL, 0.888 mmol) was added to the reaction mixture and mixing was continued for another 6 days. The reaction mixture was filtered and the filter cake was rinsed with...